This data is from the Open Reaction Database (ORD), a public repository of structured organic reaction records. The task is: describe an organic reaction: reactants, conditions, products, and yield Reported procedure: To a stirred solution of 3-amino-1-(4-methoxybenzyl)-5-phenyl-1,5-dihydrobenzo [b] [1, 4] diazepine-2,4-dione (0.50 g) in acetonitrile/H2O (9:1, 12 ml) at ambient temperature was added cerric ammonium nitrate (1.84 g) portionwise over a ten minute period. The solution was stirred overnight at room temperature. The solution was concentrated in vacuo and the resultant solid partitioned between saturated aqueous potassium carbonate (40 ml) and ethanol (60 ml). The phases were separated and the aque... Yields the product NC1C(NC2=C(N(C1=O)C1=CC=CC=C1)C=CC=C2)=O (3-Amino-1-phenyl-1,5-dihydrobenzo[b][1,4] diazepine-2, 4-dione). Solvent: C(C)#N.O (acetonitrile H2O). RXN SMILES: [NH2:1][CH:2]1[C:8](=[O:9])[N:7](CC2C=CC(OC)=CC=2)[C:6]2[CH:19]=[CH:20][CH:21]=[CH:22][C:5]=2[N:4]([C:23]2[CH:28]=[CH:27][CH:26]=[CH:25][CH:24]=2)[C:3]1=[O:29].[N+]([O-])([O-])=O.[NH4+]>C(#N)C.O>[NH2:1][CH:2]1[C:3](=[O:29])[N:4]([C:23]2[CH:28]=[CH:27][CH:26]=[CH:25][CH:24]=2)[C:5]2[CH:22]=[CH:21][CH:20]=[CH:19][C:6]=2[NH:7][C:8]1=[O:9] |f:1.2,3.4|. Starting materials: NC1C(N(C2=C(N(C1=O)CC1=CC=C(C=C1)OC)C=CC=C2)C2=CC=CC=C2)=O (3-amino-1-(4-methoxybenzyl)-5-phenyl-1,5-dihydrobenzo [b] [1, 4] diazepine-2,4-dione), [N+](=O)([O-])[O-].[NH4+] (ammonium nitrate). Conditions: time 8 hour. Yield: 87.0%.